Task: describe an organic reaction: reactants, conditions, products, and yield. Dataset: the Open Reaction Database (ORD), a public repository of structured organic reaction records Starting materials: COC(CC1=CC(=CC=C1)O)=O (3-hydroxyphenylacetic acid methyl ester), BrCCCCCCCCCCCCCCCCCC (1-bromooctadecane), C([O-])([O-])=O.[K+].[K+] (potassium carbonate). The solvent is CC(=O)C (acetone), CN(C)C=O (DMF). The product is COC(CC1=CC(=CC=C1)OCCCCCCCCCCCCCCCCCC)=O (3-(octadecyloxy) phenylacetic acid methyl ester). Isolated yield 79.6%. RXN SMILES: [CH3:1][O:2][C:3](=[O:12])[CH2:4][C:5]1[CH:10]=[CH:9][CH:8]=[C:7]([OH:11])[CH:6]=1.Br[CH2:14][CH2:15][CH2:16][CH2:17][CH2:18][CH2:19][CH2:20][CH2:21][CH2:22][CH2:23][CH2:24][CH2:25][CH2:26][CH2:27][CH2:28][CH2:29][CH2:30][CH3:31].C(=O)([O-])[O-].[K+].[K+]>CC(C)=O.CN(C=O)C>[CH3:1][O:2][C:3](=[O:12])[CH2:4][C:5]1[CH:10]=[CH:9][CH:8]=[C:7]([O:11][CH2:31][CH2:30][CH2:29][CH2:28][CH2:27][CH2:26][CH2:25][CH2:24][CH2:23][CH2:22][CH2:21][CH2:20][CH2:19][CH2:18][CH2:17][CH2:16][CH2:15][CH3:14])[CH:6]=1 |f:2.3.4|. Procedure: A mixture of 1.0 g (6 mmol) of 3-hydroxyphenylacetic acid methyl ester, 2.2 g (6.6 mmol) of 1-bromooctadecane and 3.7 g (27 mmol) of anhydrous potassium carbonate in 80 ml of anhydrous acetone and 15 ml of DMF was stirred at reflux for 67 hours. The solvent was removed at reduced pressure, water was added to the residue and the product was extracted with ethyl acetate. The dried extract was concentrated to a solid which was purified by chromatography on 150 g of silica gel using 10% ethyl acetat... Reactants: C(C)N1CCC2=C(C(C1)O)C=CS2 (6-ethyl-5,6,7,8-tetrahydro-4H-thieno[2,3-d]azepin-4-ol), BrC1=C(C=CC=C1)F (2-bromo-1-fluorobenzene). Product: BrC1=C(C=CC=C1)OC1C2=C(CCN(C1)CC)SC=C2 (4-(2-Bromophenyloxy)-6-ethyl-5,6,7,8-tetrahydro-4H-thieno[2,3-d]azepine). Reaction SMILES: [CH2:1]([N:3]1[CH2:9][CH:8]([OH:10])[C:7]2[CH:11]=[CH:12][S:13][C:6]=2[CH2:5][CH2:4]1)[CH3:2].[Br:14][C:15]1[CH:20]=[CH:19][CH:18]=[CH:17][C:16]=1F>>[Br:14][C:15]1[CH:20]=[CH:19][CH:18]=[CH:17][C:16]=1[O:10][CH:8]1[CH2:9][N:3]([CH2:1][CH3:2])[CH2:4][CH2:5][C:6]2[S:13][CH:12]=[CH:11][C:7]1=2. Procedure: The same method as in Example 1 was conducted using 6-ethyl-5,6,7,8-tetrahydro-4H-thieno[2,3-d]azepin-4-ol (Reference Example 45) instead of 6-methyl-4,5,6,7-tetrahydrothieno[2,3-c]pyridin-4-ol (Reference Example 6) and was conducted using 2-bromo-1-fluorobenzene instead of 1-fluoronaphthalene to give the objective compound. Starting materials: CN([C@H]1CN(CCC1)C(=O)OC(C)(C)C)C (1,1-Dimethylethyl (3R)-3-(dimethylamino)-1-piperidinecarboxylate), C(Cl)Cl (CH2Cl2). Solvent: O1CCOCC1 (dioxane), Cl (HCl), Cl (HCl), O1CCOCC1 (dioxane). Reaction conditions: time 4 hour. The product is Cl.Cl.CN([C@H]1CNCCC1)C ((3R)—N,N-dimethyl-3-piperidinamine, dihydrochloride). Reaction SMILES: [CH3:1][N:2]([CH3:16])[C@@H:3]1[CH2:8][CH2:7][CH2:6][N:5](C(OC(C)(C)C)=O)[CH2:4]1.C(Cl)[Cl:18]>Cl.O1CCOCC1>[ClH:18].[ClH:18].[CH3:1][N:2]([CH3:16])[C@@H:3]1[CH2:8][CH2:7][CH2:6][NH:5][CH2:4]1 |f:4.5.6|. Procedure details: 1,1-Dimethylethyl (3R)-3-(dimethylamino)-1-piperidinecarboxylate (5.0 g crude, 21.12 assumed mmol) was dissolved and stirred in a mixture of CH2Cl2 (10 mL) and 4M HCl in dioxane (21 mL, 4 eqv.) A white precipitate formed. The reaction appeared to stall at approximately 70% completion, and therefore another 21 mL of 4M HCl in dioxane was added to the reaction mixture. After 4 h at room temperature, the solvent was evaporated, providing (3R)—N,N-dimethyl-3-piperidinamine, dihydrochloride as a whit... Reactants: O=C([O-])[O-], Cc1ccccc1, CCC(C)Cc1ccc(CN)cc1, O=C(N1CCc2ccc(Cl)c(OS(=O)(=O)C(F)(F)F)c2CC1)C(F)(F)F, [Cs+], [Cs+], CC(=O)[O-], CC(=O)[O-], [Pd+2], c1ccc(P(c2ccccc2)c2ccc3ccccc3c2-c2c(P(c3ccccc3)c3ccccc3)ccc3ccccc23)cc1. Product: CCC(C)Cc1ccc(CNc2c(Cl)ccc3c2CCN(C(=O)C(F)(F)F)CC3)cc1. RXN SMILES: [C:86](=[O:87])([O-:88])[O-:89].[CH3:101][c:102]1[cH:103][cH:104][cH:105][cH:106][cH:107]1.[CH3:1][CH:2]([CH2:3][c:4]1[cH:5][cH:6][c:7]([CH2:8][NH2:9])[cH:10][cH:11]1)[CH2:12][CH3:13].[Cl:14][c:15]1[c:16]([O:32][S:33]([C:34]([F:35])([F:36])[F:37])(=[O:38])=[O:39])[c:17]2[c:18]([cH:30][cH:31]1)[CH2:19][CH2:20][N:21]([C:24]([C:25]([F:26])([F:27])[F:28])=[O:29])[CH2:22][CH2:23]2.[Cs+:90].[Cs+:91].[O-:93][C:94]([CH3:95])=[O:96].[O-:97][C:98]([CH3:99])=[O:100].[Pd+2:92].[cH:40]1[cH:41][cH:42][c:43]([P:44]([c:45]2[cH:46][cH:47][c:48]3[c:49]([cH:50][cH:51][cH:52][cH:53]3)[c:54]2-[c:55]2[c:56]3[c:57]([cH:58][cH:59][cH:60][cH:61]3)[cH:62][cH:63][c:64]2[P:65]([c:66]2[cH:67][cH:68][cH:69][cH:70][cH:71]2)[c:72]2[cH:73][cH:74][cH:75][cH:76][cH:77]2)[c:78]2[cH:79][cH:80][cH:81][cH:82][cH:83]2)[cH:84][cH:85]1>>[CH3:1][CH:2]([CH2:3][c:4]1[cH:5][cH:6][c:7]([CH2:8][NH:9][c:16]2[c:15]([Cl:14])[cH:31][cH:30][c:18]3[c:17]2[CH2:23][CH2:22][N:21]([C:24]([C:25]([F:26])([F:27])[F:28])=[O:29])[CH2:20][CH2:19]3)[cH:10][cH:11]1)[CH2:12][CH3:13]. Starting materials: CC(C)(C)OC(=O)NCCOCCOCCOCCOCCC(=O)O, C1CCOC1, CC(=O)O, [H-], CI, [Na+]. Yields the product CN(CCOCCOCCOCCOCCC(=O)O)C(=O)OC(C)(C)C. RXN SMILES: [C:3]([CH3:4])([CH3:5])([CH3:6])[O:7][C:8](=[O:9])[NH:10][CH2:11][CH2:12][O:13][CH2:14][CH2:15][O:16][CH2:17][CH2:18][O:19][CH2:20][CH2:21][O:22][CH2:23][CH2:24][C:25](=[O:26])[OH:27].[CH2:34]1[O:35][CH2:36][CH2:37][CH2:38]1.[CH3:30][C:31](=[O:32])[OH:33].[H-:2].[I:28][CH3:29].[Na+:1]>>[C:3]([CH3:4])([CH3:5])([CH3:6])[O:7][C:8](=[O:9])[N:10]([CH2:11][CH2:12][O:13][CH2:14][CH2:15][O:16][CH2:17][CH2:18][O:19][CH2:20][CH2:21][O:22][CH2:23][CH2:24][C:25](=[O:26])[OH:27])[CH3:30]. Starting materials: OC1CCC(CC1)CN (4-hydroxycyclohexylmethylamine), C(C)N1N=CC=2C1=NC1=CC=C(C=C1C2Cl)OC (1-ethyl-4-chloro-6-methoxy-1H-pyrazolo[3,4-b]quinoline), CS(=O)C (DMSO), ice water, crude product, CCOCC (Ether). Solvent: CO (methanol). Yields the product C(C)N1N=CC=2C1=NC1=CC=C(C=C1C2NCC2CCC(CC2)O)OC (1-ethyl-6-methoxy-N-(4-hydroxycyclohexylmethyl)-1H-pyrazolo[3,4-b]quinolin-4-amine). Isolated yield 31.3%. Reaction SMILES: [OH:1][CH:2]1[CH2:7][CH2:6][CH:5]([CH2:8][NH2:9])[CH2:4][CH2:3]1.[CH2:10]([N:12]1[C:16]2=[N:17][C:18]3[C:23]([C:24](Cl)=[C:15]2[CH:14]=[N:13]1)=[CH:22][C:21]([O:26][CH3:27])=[CH:20][CH:19]=3)[CH3:11].CS(C)=O.CCOCC>CO>[CH2:10]([N:12]1[C:16]2=[N:17][C:18]3[C:23]([C:24]([NH:9][CH2:8][CH:5]4[CH2:6][CH2:7][CH:2]([OH:1])[CH2:3][CH2:4]4)=[C:15]2[CH:14]=[N:13]1)=[CH:22][C:21]([O:26][CH3:27])=[CH:20][CH:19]=3)[CH3:11]. Reported procedure: A mixture of 4-hydroxycyclohexylmethylamine (2.2 g, 17.05 mmol), 1-ethyl-4-chloro-6-methoxy-1H-pyrazolo[3,4-b]quinoline (2.0 g, 7.66 mmol) and DMSO was heated at 110°-120° C. under a nitrogen atmosphere for 16 hours. The reaction mixture was poured into ice-water and the mixture was extracted with CH2Cl2 (4×50 ml). The organic layers were combined, dried over MgSO4 and evaporated to dryness. The residue was purified by column chromatography on silica gel eluting with CH2Cl2 /methanol (9/1), foll... The reactants are C (charcoal), O (water), FC1=C(C(=CC(=C1)F)C#CC1=CC=C(C=C1)C1(CCOCC1)OC)NC(C(C)(C)C)=O (N-{2,4-Difluoro-6-[4-(4-methoxytetrahydropyran-4-yl)phenylethynyl]phenyl}-pivalamide). The reagents and catalysts are C=1C=CC(=CC1)/C=C/C(=O)/C=C/C2=CC=CC=C2.C=1C=CC(=CC1)/C=C/C(=O)/C=C/C2=CC=CC=C2.[Pd] (Pd(dba)2). Solvent: C(C)OCC (diethyl ether), CS(=O)C (dimethylsulphoxide). The product is FC1=C(C(=CC(=C1)F)\C=C\C1=CC=C(C=C1)C1(CCOCC1)OC)NC(C(C)(C)C)=O (trans-N-(2,4-Difluoro-6-{2-[4-(4-methoxytetrahydropyran-4-yl)phenyl]-ethenyl}phenyl)pivalamide). RXN SMILES: [F:1][C:2]1[CH:7]=[C:6]([F:8])[CH:5]=[C:4]([C:9]#[C:10][C:11]2[CH:16]=[CH:15][C:14]([C:17]3([O:23][CH3:24])[CH2:22][CH2:21][O:20][CH2:19][CH2:18]3)=[CH:13][CH:12]=2)[C:3]=1[NH:25][C:26](=[O:31])[C:27]([CH3:30])([CH3:29])[CH3:28].O.C>CS(C)=O.C(OCC)C.C1C=CC(/C=C/C(/C=C/C2C=CC=CC=2)=O)=CC=1.C1C=CC(/C=C/C(/C=C/C2C=CC=CC=2)=O)=CC=1.[Pd]>[F:1][C:2]1[CH:7]=[C:6]([F:8])[CH:5]=[C:4](/[CH:9]=[CH:10]/[C:11]2[CH:16]=[CH:15][C:14]([C:17]3([O:23][CH3:24])[CH2:22][CH2:21][O:20][CH2:19][CH2:18]3)=[CH:13][CH:12]=2)[C:3]=1[NH:25][C:26](=[O:31])[C:27]([CH3:29])([CH3:28])[CH3:30] |f:5.6.7|. Procedure details: The product from Example 6 (3.0 g) was dissolved in dimethylsulphoxide and Pd(dba)2 (200 mg) was added. The mixture was treated with H2 at atmospheric pressure until gas uptake ceased. On completion, the reaction was added to water (500 ml) and extracted with ethyl acetate (2×400 ml). The combined organic extracts were washed with water (2×300 ml) and then dried on MgSO4, and filtered. Removal of the solvent in vacuo gave a yellow oil which was dissolved in diethyl ether, treated with charcoal, ... The reactants are C(C)(C)(C)[C@@H]1CC[C@H](CC1)OC=1C(=C2C=CC(=CC2=CC1)CN1CC(C1)C(=O)OC)F (methyl 1-((6-((trans)-4-tert-butylcyclohexyloxy)-5-fluoronaphthalen-2-yl)methyl)azetidine-3-carboxylate), [OH-].[Na+] (NaOH), Cl (HCl). Run in CCO (EtOH). Run at temperature 0 celsius. Yields the product C(C)(C)(C)[C@@H]1CC[C@H](CC1)OC=1C(=C2C=CC(=CC2=CC1)CN1CC(C1)C(=O)O)F (1-((6-((trans)-4-tert-butylcyclohexyloxy)-5-fluoronaphthalen-2-yl)methyl)azetidine-3-carboxylic acid). The yield is 80.6%. Reaction SMILES: [C:1]([C@H:5]1[CH2:10][CH2:9][C@H:8]([O:11][C:12]2[C:13]([F:31])=[C:14]3[C:19](=[CH:20][CH:21]=2)[CH:18]=[C:17]([CH2:22][N:23]2[CH2:26][CH:25]([C:27]([O:29]C)=[O:28])[CH2:24]2)[CH:16]=[CH:15]3)[CH2:7][CH2:6]1)([CH3:4])([CH3:3])[CH3:2].[OH-].[Na+].Cl>CCO>[C:1]([C@H:5]1[CH2:6][CH2:7][C@H:8]([O:11][C:12]2[C:13]([F:31])=[C:14]3[C:19](=[CH:20][CH:21]=2)[CH:18]=[C:17]([CH2:22][N:23]2[CH2:26][CH:25]([C:27]([OH:29])=[O:28])[CH2:24]2)[CH:16]=[CH:15]3)[CH2:9][CH2:10]1)([CH3:4])([CH3:2])[CH3:3] |f:1.2|. Reported procedure: To a solution of methyl 1-((6-((trans)-4-tert-butylcyclohexyloxy)-5-fluoronaphthalen-2-yl)methyl)azetidine-3-carboxylate 40 mg, 0.09 mmol) in EtOH (3 mL) was added aqueous NaOH (2 mL, 1%, 5.0 eq.) and refluxed for 1 h. Then the reaction was cooled to 0° C. the pH of the solution was adjusted to 6 with 1M HCl, concentrated and the residue was washed with DCM and water, dried in vacuum to give product 1-((6-((trans)-4-tert-butylcyclohexyloxy)-5-fluoronaphthalen-2-yl)methyl)azetidine-3-carboxylic a...